Task: describe an organic reaction: reactants, conditions, products, and yield. Dataset: the Open Reaction Database (ORD), a public repository of structured organic reaction records The reactants are O=C([O-])[O-], O=c1cc(OCc2ccccc2)nc[nH]1, OCc1ccc(CCCl)cc1, [K+], [K+], CN(C)C=O. The product is O=c1cc(OCc2ccccc2)ncn1CCc1ccc(CO)cc1. Reaction SMILES: [C:27](=[O:28])([O-:29])[O-:30].[CH2:1]([c:2]1[cH:3][cH:4][cH:5][cH:6][cH:7]1)[O:8][c:9]1[cH:10][c:11](=[O:15])[nH:12][cH:13][n:14]1.[Cl:16][CH2:17][CH2:18][c:19]1[cH:20][cH:21][c:22]([CH2:25][OH:26])[cH:23][cH:24]1.[K+:31].[K+:32].[O:33]=[CH:34][N:35]([CH3:36])[CH3:37]>>[CH2:1]([c:2]1[cH:3][cH:4][cH:5][cH:6][cH:7]1)[O:8][c:9]1[cH:10][c:11](=[O:15])[n:12]([CH2:17][CH2:18][c:19]2[cH:20][cH:21][c:22]([CH2:25][OH:26])[cH:23][cH:24]2)[cH:13][n:14]1. The reactants are CN(C)C=O (DMF), C(C)(C)NC(C)C (diisopropylamine), CC(C)(C#C)O (2-methylbut-3-yn-2-ol), NC=1OC[C@]2(N1)C1=CC(=CC=C1OC1=NC=C(C=C12)Br)O ((S)-2′-amino-3-bromo-5′H-spiro[chromeno[2,3-b]pyridine-5,4′-oxazol]-7-ol). The reagents and catalysts are [Cu]I (copper(i) iodide), C=1C=CC(=CC1)[P](C=2C=CC=CC2)(C=3C=CC=CC3)[Pd]([P](C=4C=CC=CC4)(C=5C=CC=CC5)C=6C=CC=CC6)([P](C=7C=CC=CC7)(C=8C=CC=CC8)C=9C=CC=CC9)[P](C=1C=CC=CC1)(C=1C=CC=CC1)C=1C=CC=CC1 (tetrakis(triphenylphosphine)palladium). Run in O (water). Yields the product NC=1OC[C@]2(N1)C1=CC(=CC=C1OC1=NC=C(C=C12)C#CC(C)(C)O)O ((S)-2′-amino-3-(3-hydroxy-3-methylbut-1-ynyl)-5′H-spiro[chromeno[2,3-b]pyridine-5,4′-oxazol]-7-ol). As a reaction SMILES: [NH2:1][C:2]1[O:3][CH2:4][C@:5]2([C:19]3[C:14](=[N:15][CH:16]=[C:17](Br)[CH:18]=3)[O:13][C:12]3[C:7]2=[CH:8][C:9]([OH:21])=[CH:10][CH:11]=3)[N:6]=1.CN(C=O)C.C(NC(C)C)(C)C.[CH3:34][C:35]([OH:39])([C:37]#[CH:38])[CH3:36]>O.[Cu]I.C1C=CC([P]([Pd]([P](C2C=CC=CC=2)(C2C=CC=CC=2)C2C=CC=CC=2)([P](C2C=CC=CC=2)(C2C=CC=CC=2)C2C=CC=CC=2)[P](C2C=CC=CC=2)(C2C=CC=CC=2)C2C=CC=CC=2)(C2C=CC=CC=2)C2C=CC=CC=2)=CC=1>[NH2:1][C:2]1[O:3][CH2:4][C@:5]2([C:19]3[C:14](=[N:15][CH:16]=[C:17]([C:38]#[C:37][C:35]([OH:39])([CH3:36])[CH3:34])[CH:18]=3)[O:13][C:12]3[C:7]2=[CH:8][C:9]([OH:21])=[CH:10][CH:11]=3)[N:6]=1 |^1:46,48,67,86|. Procedure details: A 25-mL flask was charged with (S)-2′-amino-3-bromo-5′H-spiro[chromeno[2,3-b]pyridine-5,4′-oxazol]-7-ol (1.012 g, 2.91 mmol), copper(i) iodide (0.055 g, 0.291 mmol), and tetrakis(triphenylphosphine)palladium (0.034 g, 0.029 mmol). The vial was flushed with Ar(g), then a septum was attached. DMF (5.81 mL), diisopropylamine (6.11 mL, 43.6 mmol), and 2-methylbut-3-yn-2-ol (1.137 mL, 11.63 mmol) were added in sequence to give a clear, brown solution. A reflux condenser was attached, and the flask wa... Reactants: COC(=O)C1=CC2=CC(=C(C=C2C=C1N=CN(C)C)OC)OC (3-(dimethylaminomethyleneamino)-6,7-dimethoxy-naphthalene-2-carboxylic acid methyl ester), C(CCC)[Li] (n-butyllithium), C(C)#N (acetonitrile), C(C)(=O)O (acetic acid). The solvent is C1CCOC1 (THF), O (water), C1CCOC1 (THF), C1CCOC1 (THF). Reaction conditions: time 15 minute. Product: COC=1C(=CC2=C(C=C3C(C(=CNC3=C2)C#N)=O)C1)OC (7,8-Dimethoxy-4-oxo-1,4-dihydrobenzo[g]quinoline-3-carbonitrile). Reaction SMILES: C([Li])CCC.[C:6](#[N:8])[CH3:7].CO[C:11]([C:13]1[C:22]([N:23]=[CH:24]N(C)C)=[CH:21][C:20]2[C:15](=[CH:16][C:17]([O:30][CH3:31])=[C:18]([O:28][CH3:29])[CH:19]=2)[CH:14]=1)=[O:12].C(O)(=O)C>C1COCC1.O>[CH3:31][O:30][C:17]1[C:18]([O:28][CH3:29])=[CH:19][C:20]2[CH:21]=[C:22]3[C:13]([C:11](=[O:12])[C:7]([C:6]#[N:8])=[CH:24][NH:23]3)=[CH:14][C:15]=2[CH:16]=1. Procedure: To a solution of 2.6 mL (6.3 mmol) of n-butyllithium (2.5M in hexane) in 2.0 ml of THF is added dropwise a solution of 0.36 mL (6.9 mmol) of acetonitrile in 6 mL of THF at −78° C. After completion of addition, the suspension is stirred for 15 minutes. To this is added 496.7 mg (1.57 mmol) of 3-(dimethylaminomethyleneamino)-6,7-dimethoxy-naphthalene-2-carboxylic acid methyl ester in 15 mL of THF dropwise. The resulting reaction mixture is stirred at −78° C. for 1.5 hours. Then 942.8 mg (15.7 mmol... Yields the product OCCCCCCCC(F)(F)C(F)(F)F. Starting materials: FC(F)(F)C(F)(F)CCCCCCCOCc1ccccc1, ClCCl, CN(C)c1ccccc1, Cl[Al](Cl)Cl, Cl. Reaction SMILES: [CH2:1]([c:2]1[cH:3][cH:4][cH:5][cH:6][cH:7]1)[O:8][CH2:9][CH2:10][CH2:11][CH2:12][CH2:13][CH2:14][CH2:15][C:16]([C:17]([F:18])([F:19])[F:20])([F:21])[F:22].[CH2:37]([Cl:38])[Cl:39].[CH3:23][N:24]([c:25]1[cH:26][cH:27][cH:28][cH:29][cH:30]1)[CH3:31].[Cl:32][Al:33]([Cl:34])[Cl:35].[ClH:36]>>[OH:8][CH2:9][CH2:10][CH2:11][CH2:12][CH2:13][CH2:14][CH2:15][C:16]([C:17]([F:18])([F:19])[F:20])([F:21])[F:22]. Reactants: FC1=CC=C(C=C1)N1N=NC=2C(N(C=C(C21)C)CC(C)(O)C2=CC=C(C=C2)OC)C (1-(1-(4-fluorophenyl)-4,7-dimethyl-1H-[1,2,3]triazolo[4,5-c]pyridin-5(4H)-yl)-2-(4-methoxyphenyl)propan-2-ol), C(=O)[O-].[NH4+] (ammonium formate). Reagents/catalysts: [Pd] (Pd/C). The solvent is CO (MeOH). Conditions: temperature 80 celsius. Yields the product FC1=CC=C(C=C1)N1N=NC=2C(N(CC(C21)C)CC(C)(O)C2=CC=C(C=C2)OC)C (1-(1-(4-fluorophenyl)-4,7-dimethyl-6,7-dihydro-1H-[1,2,3]triazolo[4,5-c]pyridin-5(4H)-yl)-2-(4-methoxyphenyl)propan-2-ol). The yield is 46.2%. RXN SMILES: [F:1][C:2]1[CH:7]=[CH:6][C:5]([N:8]2[C:16]3[C:15]([CH3:17])=[CH:14][N:13]([CH2:18][C:19]([C:22]4[CH:27]=[CH:26][C:25]([O:28][CH3:29])=[CH:24][CH:23]=4)([OH:21])[CH3:20])[CH:12]([CH3:30])[C:11]=3[N:10]=[N:9]2)=[CH:4][CH:3]=1.C([O-])=O.[NH4+]>CO.[Pd]>[F:1][C:2]1[CH:7]=[CH:6][C:5]([N:8]2[C:16]3[CH:15]([CH3:17])[CH2:14][N:13]([CH2:18][C:19]([C:22]4[CH:23]=[CH:24][C:25]([O:28][CH3:29])=[CH:26][CH:27]=4)([OH:21])[CH3:20])[CH:12]([CH3:30])[C:11]=3[N:10]=[N:9]2)=[CH:4][CH:3]=1 |f:1.2|. Reported procedure: To a solution of the product of Example 238, Step 2 (200 mg, 0.49 mmol) in MeOH (2 mL) was added Pd/C (52 mg, 0.049 mmol) and ammonium formate (93 mg, 1.45 mmol). The reaction vessel was sealed and heated 80° C. for 16 h. The reaction mixture was then filtered through Celite, concentrated and purified on silica gel with 0-2% NH3 MeOH/CH2Cl2 to afford the title compound (93 mg, 46%). MS (ESI) mass calcd. C23H27FN4O2, 410.2. m/z found, 411.20 [M+H]+. Starting materials: C1=CC=CC=2C3=CC=CC=C3C(C12)COC(=O)N[C@@H](CCCCN)C(=O)O (Nα-(9-fluorenylmethoxycarbonyl)-L-lysine), [N+](=O)([O-])C1=CC=C(C=C1)S(=O)(=O)Cl (4-nitrobenzenesulfonyl chloride). Product: [N+](=O)([O-])C1=CC=C(C=C1)S(=O)(=O)NCCCC[C@H](NC(=O)OCC1C2=CC=CC=C2C=2C=CC=CC12)C(=O)O (Nε-(4-Nitrobenzenesulfonyl)-Nα-(9-fluorenylmethoxycarbonyl)-L-lysine). Yield: 89.0%. Reaction SMILES: [CH:1]1[C:13]2[CH:12]([CH2:14][O:15][C:16]([NH:18][C@H:19]([C:25]([OH:27])=[O:26])[CH2:20][CH2:21][CH2:22][CH2:23][NH2:24])=[O:17])[C:11]3[C:6](=[CH:7][CH:8]=[CH:9][CH:10]=3)[C:5]=2[CH:4]=[CH:3][CH:2]=1.[N+:28]([C:31]1[CH:36]=[CH:35][C:34]([S:37](Cl)(=[O:39])=[O:38])=[CH:33][CH:32]=1)([O-:30])=[O:29]>>[N+:28]([C:31]1[CH:32]=[CH:33][C:34]([S:37]([NH:24][CH2:23][CH2:22][CH2:21][CH2:20][C@@H:19]([C:25]([OH:27])=[O:26])[NH:18][C:16]([O:15][CH2:14][CH:12]2[C:11]3[CH:10]=[CH:9][CH:8]=[CH:7][C:6]=3[C:5]3[C:13]2=[CH:1][CH:2]=[CH:3][CH:4]=3)=[O:17])(=[O:39])=[O:38])=[CH:35][CH:36]=1)([O-:30])=[O:29]. Reported procedure: Nα-(9-fluorenylmethoxycarbonyl)-L-lysine was reacted with 4-nitrobenzenesulfonyl chloride under the conditions used in example 2 giving 89% of the title compound.